This data is from the Open Reaction Database (ORD), a public repository of structured organic reaction records. The task is: describe an organic reaction: reactants, conditions, products, and yield The reactants are Fc1cc(OCc2ccc(C(F)(F)F)cc2C(F)(F)F)cc2c1C=C(CBr)CO2, [H-], [Na+], CN(C)C=O, CCOC(=O)c1cn[nH]c1. Product: CCOC(=O)c1cnn(CC2=Cc3c(F)cc(OCc4ccc(C(F)(F)F)cc4C(F)(F)F)cc3OC2)c1. As a reaction SMILES: [F:13][C:14]([c:15]1[c:16]([CH2:17][O:18][c:19]2[cH:20][c:21]([F:31])[c:22]3[c:27]([cH:28]2)[O:26][CH2:25][C:24]([CH2:29][Br:30])=[CH:23]3)[cH:32][cH:33][c:34]([C:36]([F:37])([F:38])[F:39])[cH:35]1)([F:40])[F:41].[H-:1].[Na+:2].[O:42]=[CH:43][N:44]([CH3:45])[CH3:46].[nH:3]1[n:4][cH:5][c:6]([C:8](=[O:9])[O:10][CH2:11][CH3:12])[cH:7]1>>[n:3]1([CH2:29][C:24]2=[CH:23][c:22]3[c:21]([F:31])[cH:20][c:19]([O:18][CH2:17][c:16]4[c:15]([C:14]([F:13])([F:40])[F:41])[cH:35][c:34]([C:36]([F:37])([F:38])[F:39])[cH:33][cH:32]4)[cH:28][c:27]3[O:26][CH2:25]2)[n:4][cH:5][c:6]([C:8](=[O:9])[O:10][CH2:11][CH3:12])[cH:7]1. Starting materials: CON(C(=O)C=1N=CN(C1)C=1C=C(C=CC1)C1=C(C=CC=C1)OC(F)(F)F)C (1-(2′-Trifluoromethoxy-biphenyl-3-yl)-1H-imidazole-4-carboxylic acid methoxy-methyl-amide), BrC1=CC=C(C=C1)OC (4-bromoanisole). The product is COC1=CC=C(C=C1)C(=O)C=1N=CN(C1)C=1C=C(C=CC1)C1=C(C=CC=C1)OC(F)(F)F ((4-Methoxy-phenyl)-[1-(2′-trifluoromethoxy-biphenyl-3-yl)-1H-imidazol-4-yl]-methanone). RXN SMILES: CON(C)[C:4]([C:6]1[N:7]=[CH:8][N:9]([C:11]2[CH:12]=[C:13]([C:17]3[CH:22]=[CH:21][CH:20]=[CH:19][C:18]=3[O:23][C:24]([F:27])([F:26])[F:25])[CH:14]=[CH:15][CH:16]=2)[CH:10]=1)=[O:5].Br[C:30]1[CH:35]=[CH:34][C:33]([O:36][CH3:37])=[CH:32][CH:31]=1>>[CH3:37][O:36][C:33]1[CH:34]=[CH:35][C:30]([C:4]([C:6]2[N:7]=[CH:8][N:9]([C:11]3[CH:12]=[C:13]([C:17]4[CH:22]=[CH:21][CH:20]=[CH:19][C:18]=4[O:23][C:24]([F:27])([F:25])[F:26])[CH:14]=[CH:15][CH:16]=3)[CH:10]=2)=[O:5])=[CH:31][CH:32]=1. Procedure details: This compound is prepared by method C using compound 12f and 4-bromoanisole Starting materials: C, CCO, [Pd], CCOP(=O)(C=Cc1ccncc1)OCC. Product: CCOP(=O)(CCc1ccncc1)OCC. RXN SMILES: [C:20].[CH3:17][CH2:18][OH:19].[Pd:21].[n:1]1[cH:2][cH:3][c:4]([CH:7]=[CH:8][P:9]([O:10][CH2:11][CH3:12])([O:13][CH2:14][CH3:15])=[O:16])[cH:5][cH:6]1>>[n:1]1[cH:2][cH:3][c:4]([CH2:7][CH2:8][P:9]([O:10][CH2:11][CH3:12])([O:13][CH2:14][CH3:15])=[O:16])[cH:5][cH:6]1. Starting materials: CC(C)(C)S(=O)N=Cc1cccc(C#N)c1, C1CCOC1, [Li]CCCC, CC(C)NC(C)C, c1cncc(Cc2cccnc2)c1. Product: CC(C)(C)S(=O)NC(c1cccc(C#N)c1)C(c1cccnc1)c1cccnc1. As a reaction SMILES: [C:26](#[N:27])[c:28]1[cH:29][c:30]([CH:34]=[N:35][S:36](=[O:37])[C:38]([CH3:39])([CH3:40])[CH3:41])[cH:31][cH:32][cH:33]1.[CH2:42]1[O:43][CH2:44][CH2:45][CH2:46]1.[CH3:8][CH2:9][CH2:10][CH2:11][Li:12].[CH:1]([NH:2][CH:3]([CH3:4])[CH3:5])([CH3:6])[CH3:7].[n:13]1[cH:14][c:15]([CH2:19][c:20]2[cH:21][n:22][cH:23][cH:24][cH:25]2)[cH:16][cH:17][cH:18]1>>[n:13]1[cH:14][c:15]([CH:19]([c:20]2[cH:21][n:22][cH:23][cH:24][cH:25]2)[CH:34]([c:30]2[cH:29][c:28]([C:26]#[N:27])[cH:33][cH:32][cH:31]2)[NH:35][S:36](=[O:37])[C:38]([CH3:39])([CH3:40])[CH3:41])[cH:16][cH:17][cH:18]1. Starting materials: BrC=1C=CC(=C(C1)CCCO)F (3-(5-Bromo-2-fluoro-phenyl)-propan-1-ol), N1=CC=CC=C1 (pyridine), S(=O)(=O)(C1=CC=C(C)C=C1)Cl (tosyl chloride). Run in C(Cl)Cl (methylene chloride). Yields the product BrC=1C=CC(=C(C1)CCCOS(=O)(=O)C1=CC=C(C=C1)C)F (Toluene-4-sulfonic acid 3-(5-bromo-2-fluoro-phenyl)-propyl ester). The yield is 67.4%. As a reaction SMILES: [Br:1][C:2]1[CH:3]=[CH:4][C:5]([F:12])=[C:6]([CH2:8][CH2:9][CH2:10][OH:11])[CH:7]=1.N1C=CC=CC=1.[S:19](Cl)([C:22]1[CH:28]=[CH:27][C:25]([CH3:26])=[CH:24][CH:23]=1)(=[O:21])=[O:20]>C(Cl)Cl>[Br:1][C:2]1[CH:3]=[CH:4][C:5]([F:12])=[C:6]([CH2:8][CH2:9][CH2:10][O:11][S:19]([C:22]2[CH:28]=[CH:27][C:25]([CH3:26])=[CH:24][CH:23]=2)(=[O:21])=[O:20])[CH:7]=1. Procedure details: To a stirred solution of 3-(5-Bromo-2-fluoro-phenyl)-propan-1-ol (0.53 g, 2.3 mmol) in dry methylene chloride (10 mL) at 0° C. and under a nitrogen atmosphere was added pyridine (0.46 mL, 5.6 mmol) and tosyl chloride (0.47, 2.5 mmol). The cooling bath was removed and the mixture was warmed to room temperature for 12 h, and then quenched with 2 N HCl (6 mL). The mixture was partitioned between methylene chloride and H2O, and the aqueous layer was extracted with methylene chloride (2×10 mL). The o... The reactants are C1(=CC=CC=C1)C=1S(C(=CC(C1)=O)C1=CC=CC=C1)(=O)=O (2,6-diphenyl-4H-thiopyran-4-one-1,1-dioxide), C(CC#N)#N (malononitrile). The reagents and catalysts are N1CCCCC1 (piperidine). Solvent: alcohol. Yields the product C(#N)C(=C1C=C(S(C(=C1)C1=CC=CC=C1)(=O)=O)C1=CC=CC=C1)C#N (4-dicyanomethylene-2,6-diphenyl-4 H-thiopyran-1,1-dioxide). RXN SMILES: [C:1]1([C:7]2[S:8](=[O:21])(=[O:20])[C:9]([C:14]3[CH:19]=[CH:18][CH:17]=[CH:16][CH:15]=3)=[CH:10][C:11](=O)[CH:12]=2)[CH:6]=[CH:5][CH:4]=[CH:3][CH:2]=1.[C:22](#[N:26])[CH2:23][C:24]#[N:25]>N1CCCCC1>[C:24]([C:23]([C:22]#[N:26])=[C:11]1[CH:12]=[C:7]([C:1]2[CH:6]=[CH:5][CH:4]=[CH:3][CH:2]=2)[S:8](=[O:21])(=[O:20])[C:9]([C:14]2[CH:19]=[CH:18][CH:17]=[CH:16][CH:15]=2)=[CH:10]1)#[N:25]. Procedure details: A mixture of 8 gm (0.0464 mol) of 2,6-diphenyl-4H-thiopyran-4-one-1,1-dioxide of Example 1, 3.1 gm (0.047 mol) of malononitrile, 50 ml of alcohol and 20 drops of piperidine was refluxed for 1 hour. The reaction mixture was cooled to room temperature and the title compound was collected and recrystallized from 100 ml of toluene (mp 216°-217° C.).